Dataset: the Open Reaction Database (ORD), a public repository of structured organic reaction records. Task: describe an organic reaction: reactants, conditions, products, and yield Procedure: A 0° C. mixture of trimethyl phosphonoacetate (0.209 mL, 1.45 mmol), DBU (0.218 mL, 1.45 mmol) and LiCl (0.061 g, 1.45 mmol) in MeCN (5 mL) was stirred for 30 min under N2, after which 3-(1-(3-fluoro-5-((tetrahydro-2H-pyran-2-yl)oxy)phenyl)-2-oxabicyclo[2.2.2]octan-4-yl)propanal (0.35 g, 0.966 mmol) in MeCN (5 mL) was added. The reaction was stirred for 2 h at rt, then was concentrated in vacuo. The residue was diluted with Et2O, and then washed successively with 1N aq. HCl, sat. aq. NaHCO3, and... Conditions: time 30 minute. The yield is 74.2%. The solvent is CC#N (MeCN), CC#N (MeCN). Reaction SMILES: [CH3:1][O:2][C:3]([CH2:5]P(OC)(OC)=O)=[O:4].C1CCN2C(=NCCC2)CC1.[Li+].[Cl-].[F:25][C:26]1[CH:27]=[C:28]([C:39]23[CH2:46][CH2:45][C:42]([CH2:47][CH2:48][CH:49]=O)([CH2:43][CH2:44]2)[CH2:41][O:40]3)[CH:29]=[C:30]([O:32][CH:33]2[CH2:38][CH2:37][CH2:36][CH2:35][O:34]2)[CH:31]=1>CC#N>[F:25][C:26]1[CH:27]=[C:28]([C:39]23[CH2:44][CH2:43][C:42]([CH2:47][CH2:48]/[CH:49]=[CH:5]/[C:3]([O:2][CH3:1])=[O:4])([CH2:45][CH2:46]2)[CH2:41][O:40]3)[CH:29]=[C:30]([O:32][CH:33]2[CH2:38][CH2:37][CH2:36][CH2:35][O:34]2)[CH:31]=1 |f:2.3|. Product: FC=1C=C(C=C(C1)OC1OCCCC1)C12OCC(CC1)(CC2)CC/C=C/C(=O)OC ((E)-Methyl 5-(1-(3-fluoro-5-((tetrahydro-2H-pyran-2-yl)oxy)phenyl)-2-oxabicyclo[2.2.2]octan-4-yl)pent-2-enoate). Reactants: FC=1C=C(C=C(C1)OC1OCCCC1)C12OCC(CC1)(CC2)CCC=O (3-(1-(3-fluoro-5-((tetrahydro-2H-pyran-2-yl)oxy)phenyl)-2-oxabicyclo[2.2.2]octan-4-yl)propanal), COC(=O)CP(=O)(OC)OC (trimethyl phosphonoacetate), C1CCC2=NCCCN2CC1 (DBU), [Li+].[Cl-] (LiCl).